The task is: describe an organic reaction: reactants, conditions, products, and yield. This data is from the Open Reaction Database (ORD), a public repository of structured organic reaction records. Reactants: 34.8, C(CC(=O)C)(=O)OC (methyl acetoacetate), CO (methanol), C(C)(=O)OC(C=O)C (α-acetoxypropionaldehyde), ClC(C)Cl (dichloroethane). The reagents and catalysts are [Fe] (iron). Solvent: O (water). Product: COC(=O)C1=C(OC(=C1)C)C (2,5-dimethylfuran-3-carboxylic acid methyl ester). RXN SMILES: [C:1]([O:4][CH:5]([CH3:8])[CH:6]=O)(=O)[CH3:2].[C:9]([O:15][CH3:16])(=[O:14])[CH2:10]C(C)=O.CO.ClC(Cl)C>[Fe].O>[CH3:16][O:15][C:9]([C:10]1[CH:6]=[C:5]([CH3:8])[O:4][C:1]=1[CH3:2])=[O:14]. Procedure details: 12.2 parts by weight of anhydrous iron-III chloride followed by 44.9 parts by weight of 85.5 percent strength by weight α-acetoxypropionaldehyde are added to a solution of 34.8 parts by weight of methyl acetoacetate in 36 parts by weight of methanol, during which addition the mixture rises to the boil. The mixture is then refluxed for a further 1-6 hours and, when it has cooled, is mixed with 80 parts by weight of water and 37.5 parts by weight of dichloroethane; the water phase is separated off... As a reaction SMILES: [NH:1]1[CH:8]=[CH:7][C:5]([NH2:6])=[N:4][C:2]1=[O:3].[C:9](Cl)(=[O:16])[C:10]1[CH:15]=[CH:14][CH:13]=[CH:12][CH:11]=1.CO>N1C=CC=CC=1>[C:9]([NH:6][C:5]1[CH:7]=[CH:8][NH:1][C:2](=[O:3])[N:4]=1)(=[O:16])[C:10]1[CH:15]=[CH:14][CH:13]=[CH:12][CH:11]=1. Run in N1=CC=CC=C1 (pyridine). Run at time 5 minute. Product: C(C1=CC=CC=C1)(=O)NC1=NC(NC=C1)=O (N4-(Benzoyl)cytosine). Reactants: N1C(=O)N=C(N)C=C1 (Cytosine), C(C1=CC=CC=C1)(=O)Cl (benzoyl chloride), CO (methanol). Procedure: Cytosine (5.55 g) is suspended in dry pyridine (100 ml). Using a syringe, benzoyl chloride (6.4 ml) is then added dropwise. A virtually clear solution is formed from which a precipitate separates out after approximately 5 minutes. Stirring is continued for approximately 2 hours at room temperature, methanol (100 ml) is then added, and the mixture is concentrated in vacuo. The residue is stirred with isopropanol, filtered, washed with a small amount of methanol and diethyl ether, and dried in vac... Starting materials: C(C=C)OC(=O)NCC(CNC(=O)OCC=C)C1=C(N2C([C@@H]([C@H]2C1)[C@@H](C)O)=O)C(=O)OCC=C (allyl (5R,6S)-3-[2-allyloxycarbonylamino-1-(N-allyloxycarbonylaminomethyl)ethyl]-6-[(1R)-1-hydroxyethyl]-7-oxo-1-azabicyclo[3.2.0]hept-2-ene-2-carboxylate), C1(=CC=CC=C1)P(C1=CC=CC=C1)C1=CC=CC=C1 (triphenylphosphine), C(C)(=O)O (acetic acid), C(CCC)[SnH](CCCC)CCCC (tributyltin hydride). Reagents/catalysts: C=1C=CC(=CC1)[P](C=2C=CC=CC2)(C=3C=CC=CC3)[Pd]([P](C=4C=CC=CC4)(C=5C=CC=CC5)C=6C=CC=CC6)([P](C=7C=CC=CC7)(C=8C=CC=CC8)C=9C=CC=CC9)[P](C=1C=CC=CC1)(C=1C=CC=CC1)C=1C=CC=CC1 (tetrakis(triphenylphosphine)palladium). The solvent is C(C)(=O)OCC (ethyl acetate), O1CCCC1 (tetrahydrofuran), C(C)O (ethanol). Conditions: temperature 30 celsius, time 15 minute. Yields the product C(C)OC(=O)CC1=NCC(CN1)C1=C(N2C(CC2C1)=O)C(=O)O (3-[2-(ethoxycarbonylmethyl)-3,4,5,6-tetrahydropyrimidin-5-yl]-7-oxo-1-azabicyclo[3.2.0]hept-2-ene-2-carboxylic acid). RXN SMILES: C(OC([NH:7][CH2:8][CH:9]([C:18]1[CH2:24][C@H:23]2[N:20]([C:21](=[O:28])[C@@H:22]2[C@H](O)C)[C:19]=1[C:29]([O:31]CC=C)=[O:30])[CH2:10][NH:11][C:12](OCC=C)=O)=O)C=C.[C:35]1(P(C2C=CC=CC=2)C2C=CC=CC=2)C=CC=C[CH:36]=1.[C:54]([OH:57])(=[O:56])[CH3:55].C([SnH](CCCC)CCCC)CCC>O1CCCC1.C(O)C.C1C=CC([P]([Pd]([P](C2C=CC=CC=2)(C2C=CC=CC=2)C2C=CC=CC=2)([P](C2C=CC=CC=2)(C2C=CC=CC=2)C2C=CC=CC=2)[P](C2C=CC=CC=2)(C2C=CC=CC=2)C2C=CC=CC=2)(C2C=CC=CC=2)C2C=CC=CC=2)=CC=1.C(OCC)(=O)C>[CH2:35]([O:56][C:54]([CH2:55][C:12]1[NH:11][CH2:10][CH:9]([C:18]2[CH2:24][CH:23]3[N:20]([C:21](=[O:28])[CH2:22]3)[C:19]=2[C:29]([OH:31])=[O:30])[CH2:8][N:7]=1)=[O:57])[CH3:36] |^1:82,84,103,122|. Reported procedure: To a solution of allyl (5R,6S)-3-[2-allyloxycarbonylamino-1-(N-allyloxycarbonylaminomethyl)ethyl]-6-[(1R)-1-hydroxyethyl]-7-oxo-1-azabicyclo[3.2.0]hept-2-ene-2-carboxylate (858 mg) in tetrahydrofuran (12 ml) and ethanol (4 ml) were added successively triphenylphosphine (0.19 g), acetic acid (0.10 ml) and tetrakis(triphenylphosphine)palladium (0.16 g) at room temperature under nitrogen. The temperature was raised to 30° C. and after all components were dissolved, tributyltin hydride (1.94 ml) was...